This data is from the Open Reaction Database (ORD), a public repository of structured organic reaction records. The task is: describe an organic reaction: reactants, conditions, products, and yield The reactants are COC(CCN1N=C2C=C(C=CC2=C1)N)OC (2-(3,3-dimethoxypropyl)-2H-indazole-6-ylamine), O(C1=CC=CC=C1)C1=CC=C(C=C1)N=C=O (4-phenoxyphenylisocyanate). Run in C1CCOC1 (THF). Yields the product COC(CCN1N=C2C=C(C=CC2=C1)NC(=O)NC1=CC=C(C=C1)OC1=CC=CC=C1)OC (1-[2-(3,3-dimethoxypropyl)-2H-indazol-6-yl]-3-(4-phenoxyphenyl)urea). RXN SMILES: [CH3:1][O:2][CH:3]([O:16][CH3:17])[CH2:4][CH2:5][N:6]1[CH:14]=[C:13]2[C:8]([CH:9]=[C:10]([NH2:15])[CH:11]=[CH:12]2)=[N:7]1.[O:18]([C:25]1[CH:30]=[CH:29][C:28]([N:31]=[C:32]=[O:33])=[CH:27][CH:26]=1)[C:19]1[CH:24]=[CH:23][CH:22]=[CH:21][CH:20]=1>C1COCC1>[CH3:17][O:16][CH:3]([O:2][CH3:1])[CH2:4][CH2:5][N:6]1[CH:14]=[C:13]2[C:8]([CH:9]=[C:10]([NH:15][C:32]([NH:31][C:28]3[CH:29]=[CH:30][C:25]([O:18][C:19]4[CH:20]=[CH:21][CH:22]=[CH:23][CH:24]=4)=[CH:26][CH:27]=3)=[O:33])[CH:11]=[CH:12]2)=[N:7]1. Procedure details: To a stirred solution of 2-(3,3-dimethoxypropyl)-2H-indazole-6-ylamine (582 mg, 2.48 mmol) in THF (9 mL) was added 4-phenoxyphenylisocyanate (523 mg, 2.48 mmol) and the reaction was heated to 40 C for 3 h. The heating bath was removed and the reaction was then concentrated under reduced pressure to a dark oil. The oil was dissolved in Ethyl acetate and passed through a small plug of SiO2 gel, eluting with additional EtOAc. The eluent was concentrated under reduced pressure to give 1-[2-(3,3-dime... Reaction SMILES: FC1C=C(C[C@H](NC(=O)CN2C3CCCCC=3C(C(F)(F)F)=N2)C2N(C3C=CC(OC)=CC=3)C=CN=2)C=C(F)C=1.Cl.[Cl:42][C:43]1[CH:48]=[CH:47][C:46]([C:49]2[O:50][C:51]([CH:54]([NH2:64])[CH2:55][C:56]3[CH:61]=[C:60]([F:62])[CH:59]=[C:58]([F:63])[CH:57]=3)=[CH:52][N:53]=2)=[CH:45][CH:44]=1.[OH:65][C:66]1[CH:67]=[C:68]2[C:72](=[CH:73][CH:74]=1)[NH:71][CH:70]=[C:69]2[CH2:75][C:76](O)=[O:77]>>[Cl:42][C:43]1[CH:48]=[CH:47][C:46]([C:49]2[O:50][C:51]([CH:54]([NH:64][C:76](=[O:77])[CH2:75][C:69]3[C:68]4[C:72](=[CH:73][CH:74]=[C:66]([OH:65])[CH:67]=4)[NH:71][CH:70]=3)[CH2:55][C:56]3[CH:61]=[C:60]([F:62])[CH:59]=[C:58]([F:63])[CH:57]=3)=[CH:52][N:53]=2)=[CH:45][CH:44]=1 |f:1.2|. Reactants: FC=1C=C(C=C(C1)F)C[C@@H](C=1N(C=CN1)C1=CC=C(C=C1)OC)NC(CN1N=C(C=2CCCCC12)C(F)(F)F)=O ((S)-N-(2-(3,5-difluorophenyl)-1-(1-(4-methoxyphenyl)-1H-imidazol-2-yl)ethyl)-2-(3-(trifluoromethyl)-4,5,6,7-tetrahydro-1H-indazol-1-yl)acetamide), Cl.ClC1=CC=C(C=C1)C=1OC(=CN1)C(CC1=CC(=CC(=C1)F)F)N (1-(2-(4-chlorophenyl)oxazol-5-yl)-2-(3,5-difluorophenyl)ethanamine hydrochloride), OC=1C=C2C(=CNC2=CC1)CC(=O)O (2-(5-hydroxy-1H-indol-3-yl)acetic acid). The product is ClC1=CC=C(C=C1)C=1OC(=CN1)C(CC1=CC(=CC(=C1)F)F)NC(CC1=CNC2=CC=C(C=C12)O)=O (N-(1-(2-(4-chlorophenyl)oxazol-5-yl)-2-(3,5-difluorophenyl)ethyl)-2-(5-hydroxy-1H-indol-3-yl)acetamide). Reported procedure: The title compound was prepared according to the method presented for the synthesis of compound 5F of Example 5 utilizing 19E and 2-(5-hydroxy-1H-indol-3-yl)acetic acid. 1H NMR (400 MHz, CDCl3) δ 8.06 (s, 1H), 7.81 (d, J=8.3 Hz, 2H), 7.41 (d, J=8.5 Hz, 2H), 7.27 (m, 1H), 7.08 (s, 1H), 6.87-6.76 (m, 2H), 6.60 (m, 1H), 6.47 (d, J=6.0 Hz, 2H), 6.30 (s, 1H), 5.26 (d, J=7.9 Hz, 1H), 3.67 (s, 2H), 3.08-2.93 (m, 2H). MS (m/z) 508.1 [M+H]+.